From a dataset of the Open Reaction Database (ORD), a public repository of structured organic reaction records. describe an organic reaction: reactants, conditions, products, and yield The reactants are C1(=CC=CC=C1)[C@@H](C)OC(N[C@H]1C(C2=CC(=CC=C2C[C@@H]1OC)O)(CC)CC)=O (((2S,3S)-1,1-Diethyl-7-hydroxy-3-methoxy-1,2,3,4-tetrahydro-naphthalen-2-yl)-carbamic acid (R)-1-phenyl-ethyl ester), Cl (HCl), O1CCOCC1 (dioxane). Conditions: time 3 day. Product: hydrochloride salt, N[C@@H]1[C@H](CC=2C=CC(=CC2C1(CC)CC)O)OC ((6S,7S)-7-Amino-8,8-diethyl-6-methoxy-5,6,7,8-tetrahydro-naphthalen-2-ol). The yield is 115.8%. RXN SMILES: C1([C@H](OC(=O)[NH:11][C@@H:12]2[C@@H:21]([O:22][CH3:23])[CH2:20][C:19]3[C:14](=[CH:15][C:16]([OH:24])=[CH:17][CH:18]=3)[C:13]2([CH2:27][CH3:28])[CH2:25][CH3:26])C)C=CC=CC=1.Cl.O1CCOCC1>>[NH2:11][C@H:12]1[C:13]([CH2:27][CH3:28])([CH2:25][CH3:26])[C:14]2[CH:15]=[C:16]([OH:24])[CH:17]=[CH:18][C:19]=2[CH2:20][C@@H:21]1[O:22][CH3:23]. Reported procedure: ((2S,3S)-1,1-Diethyl-7-hydroxy-3-methoxy-1,2,3,4-tetrahydro-naphthalen-2-yl)-carbamic acid (R)-1-phenyl-ethyl ester (635 mg, 1.60 mmol) was treated with 4.0 N HCl in dioxane (6.0 mL, 24 mmol) and stirred at RT. After 3 days, the solvent was removed at reduced pressure and the residual solid was triturated with 50% dichloromethane in heptane (4 mL). The solid was collected on a Buchner funnel and dried under vacuum to give the hydrochloride salt of the title compound (462 mg). (m/z): [M+H]+ calcd... Starting materials: CCCCP(CCCC)CCCC (tri-N-butylphosphine), BrC1=CC=CC(=N1)[C@@H](CCCC)O ((1R)-1-(6-bromo-2-pyridinyl)-1-pentanol), OC1=CC(=C(C=C1)CCC(=O)OCC)C (ethyl 3-(4-hydroxy-2-methylphenyl)propanoate), C1CCN(CC1)C(=O)N=NC(=O)N2CCCCC2 (ADDP). The solvent is C1CCOC1 (THF). The product is BrC1=CC=CC(=N1)[C@H](CCCC)OC1=CC(=C(C=C1)CCC(=O)OCC)C (Ethyl 3-(4-{[(1S)-1-(6-bromo-2-pyridinyl)pentyl]oxy}-2-methylphenyl)propanoate). The yield is 75.3%. Reaction SMILES: [Br:1][C:2]1[N:7]=[C:6]([C@H:8]([OH:13])[CH2:9][CH2:10][CH2:11][CH3:12])[CH:5]=[CH:4][CH:3]=1.O[C:15]1[CH:20]=[CH:19][C:18]([CH2:21][CH2:22][C:23]([O:25][CH2:26][CH3:27])=[O:24])=[C:17]([CH3:28])[CH:16]=1.C1CCN(C(N=NC(N2CCCCC2)=O)=O)CC1.CCCCP(CCCC)CCCC>C1COCC1>[Br:1][C:2]1[N:7]=[C:6]([C@@H:8]([O:13][C:15]2[CH:20]=[CH:19][C:18]([CH2:21][CH2:22][C:23]([O:25][CH2:26][CH3:27])=[O:24])=[C:17]([CH3:28])[CH:16]=2)[CH2:9][CH2:10][CH2:11][CH3:12])[CH:5]=[CH:4][CH:3]=1. Procedure: To a stirring solution of (1R)-1-(6-bromo-2-pyridinyl)-1-pentanol (261 mg, 1.07 mmol) and ethyl 3-(4-hydroxy-2-methylphenyl)propanoate (329 mg, 1.58 mmol) in THF (13 mL) at 0° C. under nitrogen was added ADDP (531 mg, 2.10 mmol) followed by tri-N-butylphosphine (0.525 mL, 2.10 mmol) drop-wise. The resulting mixture was then stirred with slow warming to ambient temperature over 15 h. The reaction mixture was then concentrated under vaccum and the solid residue purified directly by SPE (silica, 10...